From a dataset of the Open Reaction Database (ORD), a public repository of structured organic reaction records. describe an organic reaction: reactants, conditions, products, and yield The reactants are [BH4-], COc1cc(OC)cc(C2(Sc3ccccc3)C(=O)N(C)Cc3cc(OC)ccc32)c1, CO, [Na+], Cl[Ni]Cl, C1CCOC1, O, O, O, O, O, O. The product is COc1cc(OC)cc(C2C(=O)N(C)Cc3cc(OC)ccc32)c1. RXN SMILES: [BH4-:32].[CH3:1][N:2]1[CH2:3][c:4]2[cH:5][c:6]([O:30][CH3:31])[cH:7][cH:8][c:9]2[C:10]([S:13][c:14]2[cH:15][cH:16][cH:17][cH:18][cH:19]2)([c:20]2[cH:21][c:22]([O:28][CH3:29])[cH:23][c:24]([O:26][CH3:27])[cH:25]2)[C:11]1=[O:12].[CH3:39][OH:40].[Na+:33].[Ni:47]([Cl:48])[Cl:49].[O:34]1[CH2:35][CH2:36][CH2:37][CH2:38]1.[OH2:41].[OH2:42].[OH2:43].[OH2:44].[OH2:45].[OH2:46]>>[CH3:1][N:2]1[CH2:3][c:4]2[cH:5][c:6]([O:30][CH3:31])[cH:7][cH:8][c:9]2[CH:10]([c:20]2[cH:21][c:22]([O:28][CH3:29])[cH:23][c:24]([O:26][CH3:27])[cH:25]2)[C:11]1=[O:12]. Reactants: COC1=C2C=CC(=CC2=CC=C1)CN1CCN(CC1)C1=NC=CC=C1 (1-(5-methoxy-β-naphthylmethyl)-4-(2-pyridyl)piperazine), Br (hydrogen bromide). The product is OC1=C2C=CC(=CC2=CC=C1)CN1CCN(CC1)C1=NC=CC=C1 (1-(5-hydroxy-β-naphtylmethyl)-4-(2-pyridyl)piperazine). As a reaction SMILES: C[O:2][C:3]1[CH:12]=[CH:11][CH:10]=[C:9]2[C:4]=1[CH:5]=[CH:6][C:7]([CH2:13][N:14]1[CH2:19][CH2:18][N:17]([C:20]3[CH:25]=[CH:24][CH:23]=[CH:22][N:21]=3)[CH2:16][CH2:15]1)=[CH:8]2.Br>>[OH:2][C:3]1[CH:12]=[CH:11][CH:10]=[C:9]2[C:4]=1[CH:5]=[CH:6][C:7]([CH2:13][N:14]1[CH2:15][CH2:16][N:17]([C:20]3[CH:25]=[CH:24][CH:23]=[CH:22][N:21]=3)[CH2:18][CH2:19]1)=[CH:8]2. Procedure: A solution of 3.4 g. of 1-(5-methoxy-β-naphthylmethyl)-4-(2-pyridyl)piperazine in 100 ml. of 48% hydrogen bromide is refluxed for 3 hours. The mixture is cooled, concentrated and treated with sodium carbonate. The mixture is extracted with chloroform and the chloroform extractions are dried to yield 1-(5-hydroxy-β-naphtylmethyl)-4-(2-pyridyl)piperazine. Starting materials: C(=S)(Cl)Cl (thiophosgene), [OH-].[Na+] (sodium hydroxide), NC1=CC2=C(N=C(S2)C(C)(C)C)C=C1N1CCN(CC1)C (6-Amino-2-tert-butyl-5-(4-methylpiperazin-1-yl)benzothiazole), C([O-])(O)=O.[Na+] (sodium bicarbonate). Solvent: C(Cl)(Cl)Cl (chloroform), O (water). Run at time 4 hour. Product: C(C)(C)(C)C=1SC2=C(N1)C=C(C(=C2)N=C=S)N2CCN(CC2)C (2-tert-butyl-6-isothiocyanato-5-(4-methyl-piperazin-1-yl)benzothiazole). Reaction SMILES: [NH2:1][C:2]1[C:14]([N:15]2[CH2:20][CH2:19][N:18]([CH3:21])[CH2:17][CH2:16]2)=[CH:13][C:5]2[N:6]=[C:7]([C:9]([CH3:12])([CH3:11])[CH3:10])[S:8][C:4]=2[CH:3]=1.C(=O)(O)[O-].[Na+].[C:27](Cl)(Cl)=[S:28].[OH-].[Na+]>C(Cl)(Cl)Cl.O>[C:9]([C:7]1[S:8][C:4]2[CH:3]=[C:2]([N:1]=[C:27]=[S:28])[C:14]([N:15]3[CH2:20][CH2:19][N:18]([CH3:21])[CH2:17][CH2:16]3)=[CH:13][C:5]=2[N:6]=1)([CH3:12])([CH3:11])[CH3:10] |f:1.2,4.5|. Reported procedure: To a stirred mixture of 75 g of 6-Amino-2-tert-butyl-5-(4-methylpiperazin-1-yl)benzothiazole and 29 g of sodium bicarbonate in 1100 ml of chloroform at 0° is added 41 g of thiophosgene and the mixture stirred at 10° for 4 hours. After filtering off the solid, the solution is evaporated to get a yellow solid which is dissolved in water and the pH of the solution is brought to 7 by the addition of dilute sodium hydroxide. The solid separated is extracted with hexane and filtered through 150 g of n... The reactants are COC1=C(CN(S(=O)(=O)C2=C(C(=C(C=C2)O[C@@H]2[C@H](CCCC2)C=2C=NN(C2)C2OCCCC2)F)F)C2=NC=NC=C2)C=CC(=C1)OC (N-(2,4-dimethoxybenzyl)-2,3-difluoro-N-(pyrimidin-4-yl)-4-({(1S*,2R*)-2-[1-(tetrahydro-2H-pyran-2-yl)-1H-pyrazol-4-yl]cyclohexyl}oxy)benzenesulfonamide), ClCCl (dichloromethane), C(C)[SiH](CC)CC (triethylsilane), FC(C(=O)O)(F)F (trifluoroacetic acid). Solvent: CO (methanol). Product: FC1=C(C=CC(=C1F)O[C@@H]1[C@H](CCCC1)C=1C=NNC1)S(=O)(=O)NC1=NC=NC=C1 (2,3-Difluoro-4-{[(1S*,2R*)-2-(1H-pyrazol-4-yl)cyclohexyl]oxy}-N-(pyrimidin-4-yl)benzenesulfonamide). Yield: 34.4%. RXN SMILES: COC1C=C(OC)C=CC=1C[N:6]([C:36]1[CH:41]=[CH:40][N:39]=[CH:38][N:37]=1)[S:7]([C:10]1[CH:15]=[CH:14][C:13]([O:16][C@H:17]2[CH2:22][CH2:21][CH2:20][CH2:19][C@@H:18]2[C:23]2[CH:24]=[N:25][N:26](C3CCCCO3)[CH:27]=2)=[C:12]([F:34])[C:11]=1[F:35])(=[O:9])=[O:8].C([SiH](CC)CC)C.FC(F)(F)C(O)=O.ClCCl>CO>[F:35][C:11]1[C:12]([F:34])=[C:13]([O:16][C@H:17]2[CH2:22][CH2:21][CH2:20][CH2:19][C@@H:18]2[C:23]2[CH:24]=[N:25][NH:26][CH:27]=2)[CH:14]=[CH:15][C:10]=1[S:7]([NH:6][C:36]1[CH:41]=[CH:40][N:39]=[CH:38][N:37]=1)(=[O:8])=[O:9]. Procedure details: The reaction and aftertreatment were conducted in the same manner as in Example 22c by using the N-(2,4-dimethoxybenzyl)-2,3-difluoro-N-(pyrimidin-4-yl)-4-({(1S*,2R*)-2-[1-(tetrahydro-2H-pyran-2-yl)-1H-pyrazol-4-yl]cyclohexyl}oxy)benzenesulfonamide (70 mg, 0.10 mmol) prepared in Example 83a, triethylsilane (0.10 mL), trifluoroacetic acid (1.0 mL), dichloromethane (1.0 mL) and methanol (1.0 mL), to yield the title compound (15 mg, 33%) as a colorless solid. RXN SMILES: [Ag:34]=[O:35].[CH2:31]([CH3:32])[I:33].[CH:1](=[CH:2][CH2:3][CH2:4][CH2:5][CH2:6][CH2:7][CH2:8][CH2:9][CH3:10])[c:11]1[cH:12][cH:13][c:14](-[c:17]2[n:18][cH:19][c:20]([CH:23]=[CH:24][CH2:25][CH2:26][CH2:27][CH:28]([CH3:29])[OH:30])[cH:21][n:22]2)[cH:15][cH:16]1>>[CH:1](=[CH:2][CH2:3][CH2:4][CH2:5][CH2:6][CH2:7][CH2:8][CH2:9][CH3:10])[c:11]1[cH:12][cH:13][c:14](-[c:17]2[n:18][cH:19][c:20]([CH:23]=[CH:24][CH2:25][CH2:26][CH2:27][CH:28]([CH3:29])[O:30][CH2:31][CH3:32])[cH:21][n:22]2)[cH:15][cH:16]1. Starting materials: O=[Ag], CCI, CCCCCCCCC=Cc1ccc(-c2ncc(C=CCCCC(C)O)cn2)cc1. Product: CCCCCCCCC=Cc1ccc(-c2ncc(C=CCCCC(C)OCC)cn2)cc1.